This data is from the Open Reaction Database (ORD), a public repository of structured organic reaction records. The task is: describe an organic reaction: reactants, conditions, products, and yield Reactants: ClC1=CC=C(C=2SC3=CC=C(C=C3C(C12)=O)OC)[N+](=O)[O-] (1-chloro-7-methoxy-4-nitrothioxanthone), CN(CCN)C (N,N-dimethylethylenediamine). Yields the product CN(CCNC1=CC=C(C=2SC3=CC=C(C=C3C(C12)=O)OC)[N+](=O)[O-])C (1-[[2-(Dimethylamino)ethyl]amino]-7-methoxy-4-nitro-9H-thioxanthen-9-one). RXN SMILES: Cl[C:2]1[C:15]2[C:14](=[O:16])[C:13]3[C:8](=[CH:9][CH:10]=[C:11]([O:17][CH3:18])[CH:12]=3)[S:7][C:6]=2[C:5]([N+:19]([O-:21])=[O:20])=[CH:4][CH:3]=1.[CH3:22][N:23]([CH3:27])[CH2:24][CH2:25][NH2:26]>>[CH3:22][N:23]([CH3:27])[CH2:24][CH2:25][NH:26][C:2]1[C:15]2[C:14](=[O:16])[C:13]3[C:8](=[CH:9][CH:10]=[C:11]([O:17][CH3:18])[CH:12]=3)[S:7][C:6]=2[C:5]([N+:19]([O-:21])=[O:20])=[CH:4][CH:3]=1. Procedure details: 1-[[2-(Dimethylamino)ethyl]amino]-7-methoxy-4-nitro-9H-thioxanthen-9-one was prepared similarly from 8.0 g of 1-chloro-7-methoxy-4-nitrothioxanthone and 5.6 g of N,N-dimethylethylenediamine affording 7.2 g, mp 190°-192°. The reactants are C(O)([O-])=O.[Na+] (sodium hydrogencarbonate), Cl.C(CCCCCCCCCCC)OC([C@H]1NC[C@@H](C1)O)=O (trans-4-Hydroxy-L-proline dodecyl ester hydrochloride), C(CCCCCCCCCCCCCCC)(=O)Cl (1-hexadecanoyl chloride). Solvent: O (water), O1CCOCC1 (1,4-dioxane). Product: C(CCCCCCCCCCC)OC([C@H]1N(C[C@@H](C1)O)C(CCCCCCCCCCCCCCC)=O)=O (N-(1-Hexadecanoyl)-trans-4-hydroxy-L-proline 1-dodecyl ester). Reaction SMILES: Cl.[CH2:2]([O:14][C:15](=[O:22])[C@@H:16]1[CH2:20][C@@H:19]([OH:21])[CH2:18][NH:17]1)[CH2:3][CH2:4][CH2:5][CH2:6][CH2:7][CH2:8][CH2:9][CH2:10][CH2:11][CH2:12][CH3:13].C(=O)([O-])O.[Na+].[C:28](Cl)(=[O:44])[CH2:29][CH2:30][CH2:31][CH2:32][CH2:33][CH2:34][CH2:35][CH2:36][CH2:37][CH2:38][CH2:39][CH2:40][CH2:41][CH2:42][CH3:43]>O1CCOCC1.O>[CH2:2]([O:14][C:15](=[O:22])[C@@H:16]1[CH2:20][C@@H:19]([OH:21])[CH2:18][N:17]1[C:28](=[O:44])[CH2:29][CH2:30][CH2:31][CH2:32][CH2:33][CH2:34][CH2:35][CH2:36][CH2:37][CH2:38][CH2:39][CH2:40][CH2:41][CH2:42][CH3:43])[CH2:3][CH2:4][CH2:5][CH2:6][CH2:7][CH2:8][CH2:9][CH2:10][CH2:11][CH2:12][CH3:13] |f:0.1,2.3|. Reported procedure: trans-4-Hydroxy-L-proline dodecyl ester hydrochloride (10 g, 29.8 mmol) was dissolved in 1,4-dioxane (125 ml) and water (125 ml); with stirring, sodium hydrogencarbonate (10.4 g, 123.8 mmol) was firstly added, followed by 1-hexadecanoyl chloride (9 ml, 8.19 g, 29.8 mmol). The reaction mixture was stirred for 1 hour at room temperature. The suspension was adjusted to pH 1 to 1.5 and then filtered. The residue was washed with water until neutral and dried under reduced pressure in the melt. Yield:... Starting materials: COC=1C=CC=C(C1C=2C=CC=CC2P(C3CCCCC3)C4CCCCC4)OC (S-Phos), C1(CC1)B(O)O (cyclopropylboronic acid), [O-]P(=O)([O-])[O-].[K+].[K+].[K+] (K3PO4), BrC1=C2CCN3C(C2=CC=C1)=CC(=NCC3=O)N3C=NC(=C3)COC (9-bromo-2-(4-(methoxymethyl)-1H-imidazol-1-yl)-7,8-dihydro-[1,4]diazepino[7,1-a]isoquinolin-5(4H)-one). Reagents/catalysts: CC(=O)[O-].CC(=O)[O-].[Pd+2] (Pd(OAc)2). Solvent: C1(=CC=CC=C1)C (toluene). Conditions: temperature 100 celsius, time 5 minute. Product: C1(CC1)C1=C2CCN3C(C2=CC=C1)=CC(=NCC3=O)N3C=NC(=C3)COC (9-cyclopropyl-2-(4-(methoxymethyl)-1H-imidazol-1-yl)-7,8-dihydro-[1,4]diazepino[7,1-a]isoquinolin-5(4H)-one). Isolated yield 306.8%. As a reaction SMILES: Br[C:2]1[CH:11]=[CH:10][CH:9]=[C:8]2[C:3]=1[CH2:4][CH2:5][N:6]1[C:16](=[O:17])[CH2:15][N:14]=[C:13]([N:18]3[CH:22]=[C:21]([CH2:23][O:24][CH3:25])[N:20]=[CH:19]3)[CH:12]=[C:7]12.CO[C:28]1C=CC=C(OC)[C:33]=1[C:34]1C=CC=CC=1P(C1CCCCC1)C1CCCCC1.C1(B(O)O)CC1.[O-]P([O-])([O-])=O.[K+].[K+].[K+]>C1(C)C=CC=CC=1.CC([O-])=O.CC([O-])=O.[Pd+2]>[CH:34]1([C:2]2[CH:11]=[CH:10][CH:9]=[C:8]3[C:3]=2[CH2:4][CH2:5][N:6]2[C:16](=[O:17])[CH2:15][N:14]=[C:13]([N:18]4[CH:22]=[C:21]([CH2:23][O:24][CH3:25])[N:20]=[CH:19]4)[CH:12]=[C:7]23)[CH2:33][CH2:28]1 |f:3.4.5.6,8.9.10|. Reported procedure: Example 96-1. 9-bromo-2-(4-(methoxymethyl)-1H-imidazol-1-yl)-7,8-dihydro-[1,4]diazepino[7,1-a]isoquinolin-5(4H)-one (7.73 g, 19.26 mmol) was dissolved in toluene (155 mL) and S-Phos (2.58 g, 6.16 mmol), cyclopropylboronic acid (3.45 g, 38.5 mmol) and K3PO4 (8.59 g, 40.5 mmol) were added. The suspension was degassed, Pd(OAc)2 (0.87 g, 3.85 mmol) was added under Argon and the mixture was heated at 100° C. for 1 h. The mixture was allowed to warm to RT and filtered through a pad of celite. The resi... Reactants: Cl.Cl.Cl.CN1N=CC2=CC(=CC=C12)NC=1C2=C(N=CN1)NC(=C2)C=2CCNCC2 ((1-methyl-1H-indazol-5-yl)-[6-(1,2,3,6-tetrahydropyridin-4-yl)-7H-pyrrolo[2,3-d]pyrimidin-4-yl]-amine tris-hydrochloride), CCN(C(C)C)C(C)C (DiPEA), acid chloride, Cl.CN1CCN(CC1)C(=O)Cl (4-methyl-1-piperazinecarbonyl chloride hydrochloride), Cl.CN1CCN(CC1)C(=O)Cl (4-methyl-1-piperazinecarbonyl chloride hydrochloride), Cl.CN1CCN(CC1)C(=O)Cl (4-methyl-1-piperazinecarbonyl chloride hydrochloride), O (water). The solvent is CN(C)C=O (DMF), CN(C)C=O (DMF), CN(C)C=O (DMF), CN(C)C=O (DMF). Reaction conditions: temperature 0 celsius, time 2 hour. Yields the product CN1N=CC2=CC(=CC=C12)NC=1C2=C(N=CN1)NC(=C2)C=2CCN(CC2)C(=O)N2CCN(CC2)C ({4-[4-(1-Methyl-1H-indazol-5-ylamino)-7H-pyrrolo[2,3-d]pyrimidin-6-yl]-3,6-dihydro-2H-pyridin-1-yl}-(4-methylpiperazin-1-yl)-methanone). Reaction SMILES: Cl.Cl.Cl.[CH3:4][N:5]1[C:13]2[C:8](=[CH:9][C:10]([NH:14][C:15]3[C:16]4[CH:23]=[C:22]([C:24]5[CH2:25][CH2:26][NH:27][CH2:28][CH:29]=5)[NH:21][C:17]=4[N:18]=[CH:19][N:20]=3)=[CH:11][CH:12]=2)[CH:7]=[N:6]1.CCN(C(C)C)C(C)C.Cl.[CH3:40][N:41]1[CH2:46][CH2:45][N:44]([C:47](Cl)=[O:48])[CH2:43][CH2:42]1.O>CN(C=O)C>[CH3:4][N:5]1[C:13]2[C:8](=[CH:9][C:10]([NH:14][C:15]3[C:16]4[CH:23]=[C:22]([C:24]5[CH2:25][CH2:26][N:27]([C:47]([N:44]6[CH2:45][CH2:46][N:41]([CH3:40])[CH2:42][CH2:43]6)=[O:48])[CH2:28][CH:29]=5)[NH:21][C:17]=4[N:18]=[CH:19][N:20]=3)=[CH:11][CH:12]=2)[CH:7]=[N:6]1 |f:0.1.2.3,5.6|. Procedure: To a suspension of (1-methyl-1H-indazol-5-yl)-[6-(1,2,3,6-tetrahydropyridin-4-yl)-7H-pyrrolo[2,3-d]pyrimidin-4-yl]-amine tris-hydrochloride (78.1 mg, 0.172 mmol, 1 eq) in DMF (5 mL), DiPEA (180 μL, 1.0 mmol, 6 eq) was added. After cooling the suspension to 0° C., 4-methyl-1-piperazinecarbonyl chloride hydrochloride (28.6 mg, 0.170 mmol, 1 eq) in DMF (1.5 mL) was added and the reaction was stirred at 0° C. for 2 h. An additional 0.2 eq of 4-methyl-1-piperazinecarbonyl chloride hydrochloride (6.1 ... Reactants: C(C)(C)[N-]C(C)C.[Li+] (lithium diisopropylamide), FC1=C(C#N)C(=CC=C1)OC (2-fluoro-6-methoxybenzonitrile), C(=O)=O (dry ice). The solvent is C1CCOC1 (THF), C1CCOC1 (THF). Reaction conditions: time 1 hour. The product is C(#N)C=1C(=C(C(=O)O)C=CC1OC)F (3-cyano2-fluoro-4-methoxybenzoic acid). Isolated yield 100.0%. Reaction SMILES: C([N-]C(C)C)(C)C.[Li+].[F:9][C:10]1[CH:17]=[CH:16][CH:15]=[C:14]([O:18][CH3:19])[C:11]=1[C:12]#[N:13].[C:20](=[O:22])=[O:21]>C1COCC1>[C:12]([C:11]1[C:10]([F:9])=[C:17]([CH:16]=[CH:15][C:14]=1[O:18][CH3:19])[C:20]([OH:22])=[O:21])#[N:13] |f:0.1|. Reported procedure: To a stirred lithium diisopropylamide solution (1.8M in heptane/THF/ethylbenzene, 44.1 mL, 79.4 mmol) at −50° C. was added a solution of 2-fluoro-6-methoxybenzonitrile (10 g, 66.16 mmol) in THF (80 mL) slowly and stirring was continued at that temperature for 1 h. The reaction mixture was poured onto a stirred slurry of dry ice in dry THF (100 mL). After the mixture had warmed up to room temperature, it was concentrated to about 50 mL, diluted with 6 N HCl (200 mL), extracted with dichloromethan... Reactants: CC(C)(C)OC(=O)N1CCCC1COc1cncc(C#C[Si](C)(C)C)c1, CCCC[N+](CCCC)(CCCC)CCCC, C1CCOC1, [F-]. Product: C#Cc1cncc(OCC2CCCN2C(=O)OC(C)(C)C)c1. Reaction SMILES: [C:1]([CH3:2])([CH3:3])([CH3:4])[O:5][C:6](=[O:7])[N:8]1[CH:9]([CH2:13][O:14][c:15]2[cH:16][n:17][cH:18][c:19]([C:21]#[C:22][Si:23]([CH3:24])([CH3:25])[CH3:26])[cH:20]2)[CH2:10][CH2:11][CH2:12]1.[CH2:28]([N+:29]([CH2:30][CH2:31][CH2:32][CH3:33])([CH2:34][CH2:35][CH2:36][CH3:37])[CH2:38][CH2:39][CH2:40][CH3:41])[CH2:42][CH2:43][CH3:44].[CH2:45]1[O:46][CH2:47][CH2:48][CH2:49]1.[F-:27]>>[C:1]([CH3:2])([CH3:3])([CH3:4])[O:5][C:6](=[O:7])[N:8]1[CH:9]([CH2:13][O:14][c:15]2[cH:16][n:17][cH:18][c:19]([C:21]#[CH:22])[cH:20]2)[CH2:10][CH2:11][CH2:12]1. Reactants: CN(C)C=O, CCOC(C)=O, CC(n1nccn1)C1(c2ccc(F)cc2F)CO1, [H-], [Na+], O, c1nc[nH]n1. Yields the product CC(n1nccn1)C(O)(Cn1cncn1)c1ccc(F)cc1F. As a reaction SMILES: [CH3:27][N:28]([CH3:29])[CH:30]=[O:31].[CH3:32][CH2:33][O:34][C:35](=[O:36])[CH3:37].[F:8][c:9]1[c:10]([C:16]2([CH:19]([CH3:20])[n:21]3[n:22][cH:23][cH:24][n:25]3)[O:17][CH2:18]2)[cH:11][cH:12][c:13]([F:15])[cH:14]1.[H-:6].[Na+:7].[OH2:26].[nH:1]1[n:2][cH:3][n:4][cH:5]1>>[n:1]1([CH2:18][C:16]([c:10]2[c:9]([F:8])[cH:14][c:13]([F:15])[cH:12][cH:11]2)([OH:17])[CH:19]([CH3:20])[n:21]2[n:22][cH:23][cH:24][n:25]2)[n:2][cH:3][n:4][cH:5]1.